This data is from the Open Reaction Database (ORD), a public repository of structured organic reaction records. The task is: describe an organic reaction: reactants, conditions, products, and yield The reactants are C=Cc1cncnc1, CN1CCc2[nH]c3ccc(Cl)cc3c2C1, [K+], [OH-], O. Yields the product CN1CCc2c(c3cc(Cl)ccc3n2CCc2cncnc2)C1. RXN SMILES: [CH:18](=[CH2:19])[c:20]1[cH:21][n:22][cH:23][n:24][cH:25]1.[Cl:1][c:2]1[cH:3][c:4]2[c:5]3[c:6]([nH:7][c:8]2[cH:9][cH:10]1)[CH2:11][CH2:12][N:13]([CH3:15])[CH2:14]3.[K+:17].[OH-:16].[OH2:26]>>[Cl:1][c:2]1[cH:3][c:4]2[c:5]3[c:6]([n:7]([CH2:19][CH2:18][c:20]4[cH:21][n:22][cH:23][n:24][cH:25]4)[c:8]2[cH:9][cH:10]1)[CH2:11][CH2:12][N:13]([CH3:15])[CH2:14]3. The reactants are FC1=CC=C(C=C1)C1=C(N(N=N1)C)COC1=NC=C(C(=O)O)C=C1 (6-[5-(4-fluoro-phenyl)-3-methyl-3H-[1,2,3]triazol-4-ylmethoxy]-nicotinic acid), C(O)CN (ethanolamine). Product: FC1=CC=C(C=C1)C1=C(N(N=N1)C)COC1=NC=C(C(=O)NCCO)C=C1 (6-[5-(4-Fluoro-phenyl)-3-methyl-3H-[1,2,3]triazol-4-ylmethoxy]-N-(2-hydroxy-ethyl)-nicotinamide). The yield is 72.0%. Reaction SMILES: [F:1][C:2]1[CH:7]=[CH:6][C:5]([C:8]2[N:12]=[N:11][N:10]([CH3:13])[C:9]=2[CH2:14][O:15][C:16]2[CH:24]=[CH:23][C:19]([C:20](O)=[O:21])=[CH:18][N:17]=2)=[CH:4][CH:3]=1.[CH2:25]([CH2:27][NH2:28])[OH:26]>>[F:1][C:2]1[CH:7]=[CH:6][C:5]([C:8]2[N:12]=[N:11][N:10]([CH3:13])[C:9]=2[CH2:14][O:15][C:16]2[CH:24]=[CH:23][C:19]([C:20]([NH:28][CH2:27][CH2:25][OH:26])=[O:21])=[CH:18][N:17]=2)=[CH:4][CH:3]=1. Reported procedure: As described for example 10b, 6-[5-(4-fluoro-phenyl)-3-methyl-3H-[1,2,3]triazol-4-ylmethoxy]-nicotinic acid (68 mg, 0.21 mmol) was converted, using ethanolamine instead of 4-aminotetrahydropyran, to the title compound (55 mg, 72%) which was obtained as an off white solid. MS: m/e=372.1 [M+H]+. Reactants: BrC1=C(N=C(N(C1=O)CC1=CC=C(C=C1)C=1C(=CC=CC1)C#N)CCCC)CC (4′-[(5-bromo-2-butyl-4-ethyl-6-oxopyrimidin-1(6H)-yl)methyl]biphenyl-2-carbonitrile), CC1OC2=C(C1)C=C(C=C2)B(O)O (2-methyl-2,3-dihydro-1-benzofuran-5-ylboronic acid), C([O-])([O-])=O.[Cs+].[Cs+] (cesium carbonate). Reagents/catalysts: C1=CC=C(C=C1)P([C-]2C=CC=C2)C3=CC=CC=C3.C1=CC=C(C=C1)P([C-]2C=CC=C2)C3=CC=CC=C3.Cl[Pd]Cl.[Fe+2] ([1,1′-bis(diphenylphosphino)ferrocene]dichloropalladium). Run in O1CCOCC1 (1,4-dioxane), C(C)(=O)OCC (ethyl acetate). Run at temperature 90 celsius, time 12 hour. The product is C(CCC)C=1N(C(C(=C(N1)CC)C=1C=CC2=C(CC(O2)C)C1)=O)CC1=CC=C(C=C1)C=1C(=CC=CC1)C#N (4′-{[2-butyl-4-ethyl-5-(2-methyl-2,3-dihydro-1-benzofuran-5-yl)-6-oxopyrimidin-1(6H)-yl]methyl}biphenyl-2-carbonitrile). The yield is 82.3%. As a reaction SMILES: Br[C:2]1[C:7](=[O:8])[N:6]([CH2:9][C:10]2[CH:15]=[CH:14][C:13]([C:16]3[C:17]([C:22]#[N:23])=[CH:18][CH:19]=[CH:20][CH:21]=3)=[CH:12][CH:11]=2)[C:5]([CH2:24][CH2:25][CH2:26][CH3:27])=[N:4][C:3]=1[CH2:28][CH3:29].[CH3:30][CH:31]1[CH2:35][C:34]2[CH:36]=[C:37](B(O)O)[CH:38]=[CH:39][C:33]=2[O:32]1.C(=O)([O-])[O-].[Cs+].[Cs+]>O1CCOCC1.C(OCC)(=O)C.C1C=CC(P(C2C=CC=CC=2)[C-]2C=CC=C2)=CC=1.C1C=CC(P(C2C=CC=CC=2)[C-]2C=CC=C2)=CC=1.Cl[Pd]Cl.[Fe+2]>[CH2:24]([C:5]1[N:6]([CH2:9][C:10]2[CH:15]=[CH:14][C:13]([C:16]3[C:17]([C:22]#[N:23])=[CH:18][CH:19]=[CH:20][CH:21]=3)=[CH:12][CH:11]=2)[C:7](=[O:8])[C:2]([C:37]2[CH:38]=[CH:39][C:33]3[O:32][CH:31]([CH3:30])[CH2:35][C:34]=3[CH:36]=2)=[C:3]([CH2:28][CH3:29])[N:4]=1)[CH2:25][CH2:26][CH3:27] |f:2.3.4,7.8.9.10|. Reported procedure: To a solution of 4′-[(5-bromo-2-butyl-4-ethyl-6-oxopyrimidin-1(6H)-yl)methyl]biphenyl-2-carbonitrile (0.5 g) and 2-methyl-2,3-dihydro-1-benzofuran-5-ylboronic acid (0.30 g) in 1,4-dioxane (10 mL) were added 2 M aqueous cesium carbonate solution (2 mL) and [1,1′-bis(diphenylphosphino)ferrocene]dichloropalladium (0.05 g), and the mixture was stirred at 90° C. for 12 hr under an argon atmosphere. The reaction mixture was diluted with ethyl acetate, and the insoluble material was filtered off throug... The reactants are C1CCOC1, OCc1cccc(F)c1, Nc1ncccc1-c1ccc(O)cc1, c1ccc(P(c2ccccc2)c2ccccc2)cc1. Yields the product Nc1ncccc1-c1ccc(OCc2cccc(F)c2)cc1. RXN SMILES: [CH2:43]1[O:44][CH2:45][CH2:46][CH2:47]1.[F:34][c:35]1[cH:36][c:37]([CH2:41][OH:42])[cH:38][cH:39][cH:40]1.[NH2:20][c:21]1[n:22][cH:23][cH:24][cH:25][c:26]1-[c:27]1[cH:28][cH:29][c:30]([OH:33])[cH:31][cH:32]1.[c:1]1([P:2]([c:3]2[cH:4][cH:5][cH:6][cH:7][cH:8]2)[c:9]2[cH:10][cH:11][cH:12][cH:13][cH:14]2)[cH:15][cH:16][cH:17][cH:18][cH:19]1>>[NH2:20][c:21]1[n:22][cH:23][cH:24][cH:25][c:26]1-[c:27]1[cH:28][cH:29][c:30]([O:33][CH2:41][c:37]2[cH:36][c:35]([F:34])[cH:40][cH:39][cH:38]2)[cH:31][cH:32]1. Starting materials: BrC=1C(NN=CC1Br)=O (4,5-dibromopyridazin-3(2H)-one), [N+](=O)(O)[O-] (nitric acid). The solvent is S(O)(O)(=O)=O (sulfuric acid). Yields the product BrC=1C(NN=C(C1Br)[N+](=O)[O-])=O (4,5-Dibromo-6-nitropyridazin-3(2H)-one). Isolated yield 93.5%. Reaction SMILES: [Br:1][C:2]1[C:3](=[O:9])[NH:4][N:5]=[CH:6][C:7]=1[Br:8].[N+:10]([O-])([OH:12])=[O:11]>S(=O)(=O)(O)O>[Br:1][C:2]1[C:3](=[O:9])[NH:4][N:5]=[C:6]([N+:10]([O-:12])=[O:11])[C:7]=1[Br:8]. Reported procedure: To 4,5-dibromopyridazin-3(2H)-one (2 g, 7.87 mmol) in concentrated sulfuric acid (12 mL), fuming nitric acid (978 μL, 23.8 mmol) was gradually added at 100° C. with stirring, and the resulting reaction solution was stirred at 100° C. for 3 hours. After completion of the reaction, the reaction solution was cooled to room temperature and poured onto ice-cold water. The precipitated crystals were collected by filtration and dried under reduced pressure to give the desired product (2.2 g, 93%). Starting materials: [OH-].[K+] (Potassium hydroxide), C1(=CC=CC=C1)C (toluene), CC1=C(OCC2=C(C(=NOC)C#N)C=CC=C2)C=C(C=C1)C (2-(2,5-dimethylphenoxymethyl)-α-methoxyiminobenzyl cyanide), Cl (hydrochloric acid). Solvent: O (water). Reaction conditions: temperature 95 celsius, time 2 hour. Product: CC1=C(OCC2=C(C=CC=C2)C(C(=O)N)=NOC)C=C(C=C1)C (2-[2-(2,5-dimethylphenoxymethyl)phenyl]-2-methoxyiminoacetamide). Isolated yield 83.2%. As a reaction SMILES: [OH-:1].[K+].C1(C)C=CC=CC=1.[CH3:10][C:11]1[CH:30]=[CH:29][C:28]([CH3:31])=[CH:27][C:12]=1[O:13][CH2:14][C:15]1[CH:26]=[CH:25][CH:24]=[CH:23][C:16]=1[C:17]([C:21]#[N:22])=[N:18][O:19][CH3:20].Cl>O>[CH3:10][C:11]1[CH:30]=[CH:29][C:28]([CH3:31])=[CH:27][C:12]=1[O:13][CH2:14][C:15]1[CH:26]=[CH:25][CH:24]=[CH:23][C:16]=1[C:17](=[N:18][O:19][CH3:20])[C:21]([NH2:22])=[O:1] |f:0.1|. Procedure: 85% Potassium hydroxide (0.40 g, 6.0 mmol) and toluene (5 ml) were added to 2-(2,5-dimethylphenoxymethyl)-α-methoxyiminobenzyl cyanide (E/Z=15/85)(1.47 g, 5.0 mmol). The mixture was stirred at 95° C. for 2 hours. After completion of the reaction, water was added. The mixture was neutralized with conc. hydrochloric acid, extracted with toluene (100 ml), dried over anhydrous magnesium sulfate and concentrated under reduced pressure. The resulting residue was purified by silica gel chromatography (... Yields the product C(C1=CC=CC=C1)N1N=C(C2=CC=CC=C12)C#CC1=CCCCC1 (1-Benzyl-3-cyclohex-1-enylethynyl-1H-indazole). Starting materials: C(C1=CC=CC=C1)N1N=C(C2=CC=CC=C12)OS(=O)(=O)C1=CC=C(C=C1)C (toluene-4-sulfonic acid 1-benzyl-1H-indazol-3-yl ester), C(#C)C1=CCCCC1 (1-ethynyl-cyclohexene). Run in CCCCCCC.C(Cl)Cl (heptane DCM). Procedure details: This product was prepared from toluene-4-sulfonic acid 1-benzyl-1H-indazol-3-yl ester and 1-ethynyl-cyclohexene following the general procedure for the Sonogashira cross-coupling reaction described above. Chromatography eluent: heptane/DCM 1:1; yield (81.5, 54%); 1H NMR δ (CDCl3): 7.8 (d, J=8.05 Hz, 1H), 7.4-7.19 (m, 8H), 6.37-6.3 (m, 1H), 5.6 (s, 2H), 2.14-2.22 (m, 4H), 1.58-1.73 (m, 4H); LCMS m/z: 312. Reaction SMILES: [CH2:1]([N:8]1[C:16]2[C:11](=[CH:12][CH:13]=[CH:14][CH:15]=2)[C:10](OS(C2C=CC(C)=CC=2)(=O)=O)=[N:9]1)[C:2]1[CH:7]=[CH:6][CH:5]=[CH:4][CH:3]=1.[C:28]([C:30]1[CH2:35][CH2:34][CH2:33][CH2:32][CH:31]=1)#[CH:29]>CCCCCCC.C(Cl)Cl>[CH2:1]([N:8]1[C:16]2[C:11](=[CH:12][CH:13]=[CH:14][CH:15]=2)[C:10]([C:29]#[C:28][C:30]2[CH2:35][CH2:34][CH2:33][CH2:32][CH:31]=2)=[N:9]1)[C:2]1[CH:3]=[CH:4][CH:5]=[CH:6][CH:7]=1 |f:2.3|. The reactants are N1C(CCC=2CCCCC12)=O (3,4,5,6,7,8-hexahydro-1H-quinolin-2-one). Reagents/catalysts: [Pt](=O)=O (platinum(IV) oxide). The product is N1C(CC[C@@H]2CCCC[C@H]12)=O (cis-octahydro-1H-quinolin-2-one). Yield: 43.2%. RXN SMILES: [NH:1]1[C:10]2[CH2:9][CH2:8][CH2:7][CH2:6][C:5]=2[CH2:4][CH2:3][C:2]1=[O:11]>[Pt](=O)=O>[NH:1]1[C@@H:10]2[C@@H:5]([CH2:6][CH2:7][CH2:8][CH2:9]2)[CH2:4][CH2:3][C:2]1=[O:11]. Procedure details: One gram of platinum(IV) oxide was added to a solution of 80 g of 3,4,5,6,7,8-hexahydro-1H-quinolin-2-one and this was hydrogenated at 20° to 25° C. under normal pressure. After filtration of the reaction solution, it was evaporated and the residue was fractionally crystallized from n-hexane. 35 g of cis-octahydro-1H-quinolin-2-one having a melting point of 123° to 126° C. were obtained. The reactants are C(C1=CC=CC=C1)NC(=O)C1=CC=C2C=NC(=NC2=C1)N[C@@H]1CC[C@H](CC1)NC(OC(C)(C)C)=O (tert-butyl [trans-4-({7-[(benzylamino)carbonyl]quinazolin-2-yl}amino)cyclohexyl]carbamate), C(=O)(C(F)(F)F)O (TFA). Solvent: C(Cl)Cl (DCM). Product: N[C@@H]1CC[C@H](CC1)NC1=NC2=CC(=CC=C2C=N1)C(=O)NCC1=CC=CC=C1 (2-[(trans-4-aminocyclohexyl)amino]-N-benzylquinazoline-7-carboxamide). Isolated yield 100.9%. RXN SMILES: [CH2:1]([NH:8][C:9]([C:11]1[CH:20]=[C:19]2[C:14]([CH:15]=[N:16][C:17]([NH:21][C@H:22]3[CH2:27][CH2:26][C@H:25]([NH:28]C(=O)OC(C)(C)C)[CH2:24][CH2:23]3)=[N:18]2)=[CH:13][CH:12]=1)=[O:10])[C:2]1[CH:7]=[CH:6][CH:5]=[CH:4][CH:3]=1.C(O)(C(F)(F)F)=O>C(Cl)Cl>[NH2:28][C@H:25]1[CH2:24][CH2:23][C@H:22]([NH:21][C:17]2[N:16]=[CH:15][C:14]3[C:19](=[CH:20][C:11]([C:9]([NH:8][CH2:1][C:2]4[CH:3]=[CH:4][CH:5]=[CH:6][CH:7]=4)=[O:10])=[CH:12][CH:13]=3)[N:18]=2)[CH2:27][CH2:26]1. Reported procedure: The tert-butyl [trans-4-({7-[(benzylamino)carbonyl]quinazolin-2-yl}amino)cyclohexyl]carbamate (780.0 mg, 2.0 mmol) was treated with TFA (2.3 g, 20.0 mmol) in DCM (15 ml) at 50° C. for 2 hours. Removal of solvent and TFA gave 758.0 mg of product without further purification. MS m/z, (APCI); 378.5 ([M+H]+). Starting materials: CCOC(=O)C(Cc1ccc(OC)c(NC(=O)Cc2ccc(C(F)(F)F)cc2)c1)OC, CO, [Na+], [OH-]. Yields the product COc1ccc(CC(OC)C(=O)O)cc1NC(=O)Cc1ccc(C(F)(F)F)cc1. Reaction SMILES: [CH3:1][O:2][CH:3]([C:4](=[O:5])[O:6][CH2:7][CH3:8])[CH2:9][c:10]1[cH:11][c:12]([NH:18][C:19]([CH2:20][c:21]2[cH:22][cH:23][c:24]([C:27]([F:28])([F:29])[F:30])[cH:25][cH:26]2)=[O:31])[c:13]([O:16][CH3:17])[cH:14][cH:15]1.[CH3:34][OH:35].[Na+:33].[OH-:32]>>[CH3:1][O:2][CH:3]([C:4](=[O:5])[OH:6])[CH2:9][c:10]1[cH:11][c:12]([NH:18][C:19]([CH2:20][c:21]2[cH:22][cH:23][c:24]([C:27]([F:28])([F:29])[F:30])[cH:25][cH:26]2)=[O:31])[c:13]([O:16][CH3:17])[cH:14][cH:15]1.